Dataset: the Open Reaction Database (ORD), a public repository of structured organic reaction records. Task: describe an organic reaction: reactants, conditions, products, and yield Reactants: O=C([O-])[O-], C=O, O=CO, Fc1cccc(F)c1-c1cc2c3c(c1)C1CNCCC1N3CCC2, [Na+], [Na+], O. The product is CN1CCC2C(C1)c1cc(-c3c(F)cccc3F)cc3c1N2CCC3. RXN SMILES: [C:30](=[O:31])([O-:32])[O-:33].[CH2:25]=[O:26].[CH:27]([OH:28])=[O:29].[F:1][c:2]1[c:3](-[c:9]2[cH:10][c:11]3[c:16]4[c:17]([cH:18]2)[CH:19]2[CH:20]([N:15]4[CH2:14][CH2:13][CH2:12]3)[CH2:21][CH2:22][NH:23][CH2:24]2)[c:4]([F:8])[cH:5][cH:6][cH:7]1.[Na+:34].[Na+:35].[OH2:36]>>[F:1][c:2]1[c:3](-[c:9]2[cH:10][c:11]3[c:16]4[c:17]([cH:18]2)[CH:19]2[CH:20]([N:15]4[CH2:14][CH2:13][CH2:12]3)[CH2:21][CH2:22][N:23]([CH3:27])[CH2:24]2)[c:4]([F:8])[cH:5][cH:6][cH:7]1. Starting materials: CCCCSCCCC, COc1ccccc1I. Yields the product CCCCSc1ccccc1OC. RXN SMILES: [CH2:10]([CH2:11][CH2:12][CH3:13])[S:14][CH2:15][CH2:16][CH2:17][CH3:18].[I:1][c:2]1[c:3]([O:8][CH3:9])[cH:4][cH:5][cH:6][cH:7]1>>[c:2]1([S:14][CH2:10][CH2:11][CH2:12][CH3:13])[c:3]([O:8][CH3:9])[cH:4][cH:5][cH:6][cH:7]1. Starting materials: [BH4-].[Li+] (lithium borohydride), Cl[Si](C)(C)C (chlorotrimethylsilane), C1(CC1)C1=NC(=CC=C1\C=C\[N+](=O)[O-])C(F)(F)F ((E)-2-cyclopropyl-3-(2-nitrovinyl)-6-(trifluoromethyl)pyridine). Run in C1CCOC1 (THF), C1CCOC1 (THF). Conditions: temperature 0 celsius, time 15 minute. Product: C1(CC1)C1=NC(=CC=C1CCN)C(F)(F)F (2-(2-cyclopropyl-6-(trifluoromethyl)pyridin-3-yl)ethanamine). The yield is 97.4%. RXN SMILES: [BH4-].[Li+].Cl[Si](C)(C)C.[CH:8]1([C:11]2[C:16](/[CH:17]=[CH:18]/[N+:19]([O-])=O)=[CH:15][CH:14]=[C:13]([C:22]([F:25])([F:24])[F:23])[N:12]=2)[CH2:10][CH2:9]1>C1COCC1>[CH:8]1([C:11]2[C:16]([CH2:17][CH2:18][NH2:19])=[CH:15][CH:14]=[C:13]([C:22]([F:25])([F:23])[F:24])[N:12]=2)[CH2:10][CH2:9]1 |f:0.1|. Reported procedure: To a stirred solution of lithium borohydride (232 μL, 0.465 mmol) in THF was added chlorotrimethylsilane (118 μL, 0.930 mmol) dropwise. After stirring for 15 minutes, argon was bubbled through the reaction mixture for 2 minutes to eliminate any trimethylsilane in the reaction mixture. (E)-2-cyclopropyl-3-(2-nitrovinyl)-6-(trifluoromethyl)pyridine (30 mg, 0.116 mmol) was added (in 1 mL of THF). The reaction was heated to reflux for 2 hours, cooled to 0° C. and carefully quenched with methanol (1 ... Starting materials: [Al+3], [H-], [H-], [H-], [H-], [Li+], [Na+], C1CCOC1, [OH-], O, O=C1COc2ncc(-c3ccccc3)cc2N1. Yields the product c1ccc(-c2cnc3c(c2)NCCO3)cc1. RXN SMILES: [Al+3:19].[H-:18].[H-:21].[H-:22].[H-:23].[Li+:20].[Na+:26].[O:27]1[CH2:28][CH2:29][CH2:30][CH2:31]1.[OH-:25].[OH2:24].[c:1]1(-[c:7]2[cH:8][c:9]3[c:10]([n:16][cH:17]2)[O:11][CH2:12][C:13](=[O:15])[NH:14]3)[cH:2][cH:3][cH:4][cH:5][cH:6]1>>[c:1]1(-[c:7]2[cH:8][c:9]3[c:10]([n:16][cH:17]2)[O:11][CH2:12][CH2:13][NH:14]3)[cH:2][cH:3][cH:4][cH:5][cH:6]1. Yields the product N1(CCCCC1)C=1C=C(C=CC1)C(=O)NC1=CC=C(C=C1)[C@H]1[C@@H](C1)NC(OC(C)(C)C)=O (tert-butyl {trans-2-[4-({[3-(piperidin-1-yl)phenyl]carbonyl}amino)phenyl]cyclopropyl}carbamate). As a reaction SMILES: [NH2:1][C:2]1[CH:7]=[CH:6][C:5]([C@@H:8]2[CH2:10][C@H:9]2[NH:11][C:12](=[O:18])[O:13][C:14]([CH3:17])([CH3:16])[CH3:15])=[CH:4][CH:3]=1.[N:19]1([C:25]2[CH:26]=[C:27]([CH:31]=[CH:32][CH:33]=2)[C:28](O)=[O:29])[CH2:24][CH2:23][CH2:22][CH2:21][CH2:20]1.Cl.C(N=C=NCCCN(C)C)C.ON1C2C=CC=CC=2N=N1>C(#N)C.O.C(N(CC)CC)C>[N:19]1([C:25]2[CH:26]=[C:27]([C:28]([NH:1][C:2]3[CH:7]=[CH:6][C:5]([C@@H:8]4[CH2:10][C@H:9]4[NH:11][C:12](=[O:18])[O:13][C:14]([CH3:15])([CH3:17])[CH3:16])=[CH:4][CH:3]=3)=[O:29])[CH:31]=[CH:32][CH:33]=2)[CH2:24][CH2:23][CH2:22][CH2:21][CH2:20]1 |f:2.3|. Procedure details: To a solution of tert-butyl [trans-2-(4-aminophenyl)cyclopropyl]carbamate (105 mg) described in a document (J. Am. Chem. Soc., 2010, 132, 6827.) in acetonitrile (3 mL) were added 3-(piperidin-1-yl)benzoic acid (105 mg) described in a document (J. Med. Chem. 1997, 40, 331.), N-ethyl-N′-(3-dimethylaminopropyl)carbodiimide hydrochloride (81 mg), 1-hydroxybenzotriazole (57.2 mg) and triethylamine (59 μL). The mixture was stirred at room temperature overnight and water was added. The mixture was extr... The yield is 77.1%. The reactants are NC1=CC=C(C=C1)[C@H]1[C@@H](C1)NC(OC(C)(C)C)=O (tert-butyl [trans-2-(4-aminophenyl)cyclopropyl]carbamate), ON1N=NC2=C1C=CC=C2 (1-hydroxybenzotriazole), N1(CCCCC1)C=1C=C(C(=O)O)C=CC1 (3-(piperidin-1-yl)benzoic acid), Cl.C(C)N=C=NCCCN(C)C (N-ethyl-N′-(3-dimethylaminopropyl)carbodiimide hydrochloride). The solvent is C(C)#N (acetonitrile), C(C)N(CC)CC (triethylamine), O (water). Conditions: time 8 hour. Reactants: C(CO)(=O)O (glycolic acid), BrCC(=O)O (bromoacetic acid), C(CO)(=O)O (glycolic acid), BrCC(=O)O (bromoacetic acid), O1CCC=C1 (2,3-dihydrofuran). Product: O1C(CCC1)OC(CBr)=O (Tetrahydrofuran-2-yl-2-bromoacetate). RXN SMILES: C(O)(=O)CO.[Br:6][CH2:7][C:8]([OH:10])=[O:9].[O:11]1[CH:15]=[CH:14][CH2:13][CH2:12]1>>[O:11]1[CH2:15][CH2:14][CH2:13][CH:12]1[O:9][C:8](=[O:10])[CH2:7][Br:6]. Procedure: The glycolic acid derivative is obtained by reacting 6.95 g (0.05 mol) of bromoacetic acid and 2.80 g (0.4 mol) of 2,3-dihydrofuran at room temperature in the absence of moisture, and stirring the mixture after 5 hours (bromoacetic acid is converted quantitatively). This reaction solution was employed in the following synthesis step, without isolation. The glycolic acid derivative has the formula: ##STR6## Product: O=C(O)CCCC=CC1CC(NS(=O)(=O)c2ccc(Cl)cc2)CN1Cc1ccccc1. Reactants: COC(=O)CCCC=CC1CC(NS(=O)(=O)c2ccc(Cl)cc2)CN1Cc1ccccc1, CO. Reaction SMILES: [CH2:1]([c:2]1[cH:3][cH:4][cH:5][cH:6][cH:7]1)[N:8]1[CH:9]([CH:24]=[CH:25][CH2:26][CH2:27][CH2:28][C:29](=[O:30])[O:31][CH3:32])[CH2:10][CH:11]([NH:13][S:14](=[O:15])(=[O:16])[c:17]2[cH:18][cH:19][c:20]([Cl:23])[cH:21][cH:22]2)[CH2:12]1.[CH3:33][OH:34]>>[CH2:1]([c:2]1[cH:3][cH:4][cH:5][cH:6][cH:7]1)[N:8]1[CH:9]([CH:24]=[CH:25][CH2:26][CH2:27][CH2:28][C:29](=[O:30])[OH:31])[CH2:10][CH:11]([NH:13][S:14](=[O:15])(=[O:16])[c:17]2[cH:18][cH:19][c:20]([Cl:23])[cH:21][cH:22]2)[CH2:12]1.